Dataset: the Open Reaction Database (ORD), a public repository of structured organic reaction records. Task: describe an organic reaction: reactants, conditions, products, and yield Starting materials: O=C([O-])CC(O)(CC(=O)[O-])C(=O)[O-], Cc1cn(C2CC(N=[N+]=[N-])C(CO)O2)c(=O)[nH]c1=O, CN(C)c1nc(N)nc2nc[nH]c12. Yields the product CN(C)c1nc(N)nc2c1ncn2C1CC(N=[N+]=[N-])C(CO)O1. Reaction SMILES: [C:1]([O-:2])(=[O:3])[CH2:4][C:5]([CH2:6][C:7]([O-:8])=[O:9])([C:10]([O-:11])=[O:12])[OH:13].[CH3:27][c:28]1[c:29](=[O:30])[nH:41][c:42](=[O:43])[n:44]([CH:31]2[CH2:32][CH:33]([N:34]=[N+:35]=[N-:36])[CH:37]([CH2:38][OH:39])[O:40]2)[cH:45]1.[NH2:14][c:15]1[n:16][c:17]([N:24]([CH3:25])[CH3:26])[c:18]2[nH:19][cH:20][n:21][c:22]2[n:23]1>>[NH2:14][c:15]1[n:16][c:17]([N:24]([CH3:25])[CH3:26])[c:18]2[n:19][cH:20][n:21]([CH:31]3[CH2:32][CH:33]([N:34]=[N+:35]=[N-:36])[CH:37]([CH2:38][OH:39])[O:40]3)[c:22]2[n:23]1. The reactants are C(C)(=O)O[C@]1([C@]2(C)[C@@H](CC1)[C@@H]1CCC3=CC(CC[C@@H]3[C@H]1CC2)=O)C#C (17α-acetoxy-17β-ethynyl-4-estren-3-one), C1=CC=C(C=C1)C2=CC=CC=C2.C1=CC=C(C=C1)OC2=CC=CC=C2 (Dowtherm). Yields the product C(#C)C=1[C@]2(C)[C@@H](CC1)[C@@H]1CCC3=CC(CC[C@@H]3[C@H]1CC2)=O (17-ethynyl-4,16-estradien-3-one). Isolated yield 60.7%. RXN SMILES: C(O[C@:5]1([C:24]#[CH:25])[CH2:10][CH2:9][C@H:8]2[C@H:11]3[C@H:20]([CH2:21][CH2:22][C@:6]12[CH3:7])[C@@H:19]1[C:14](=[CH:15][C:16](=[O:23])[CH2:17][CH2:18]1)[CH2:13][CH2:12]3)(=O)C.C1C=CC(C2C=CC=CC=2)=CC=1.C1C=CC(OC2C=CC=CC=2)=CC=1>>[C:24]([C:5]1[C@:6]2([CH2:22][CH2:21][C@H:20]3[C@@H:11]([CH2:12][CH2:13][C:14]4[C@@H:19]3[CH2:18][CH2:17][C:16](=[O:23])[CH:15]=4)[C@@H:8]2[CH2:9][CH:10]=1)[CH3:7])#[CH:25] |f:1.2|. Procedure details: One gram of 17α-acetoxy-17β-ethynyl-4-estren-3-one is treated analogously to Example 1 in "Dowtherm" for 10 minutes at 250° C. and worked up. Recrystallization from isopropyl ether yields 500 mg of 17-ethynyl-4,16-estradien-3-one, m.p. 148°-152° C. (40% of theory). The reactants are Cc1ccc2c(c1)C(C)(C)CCC2, CCOC(C)=O, [Ce], [K+], O=[N+]([O-])[O-], [NH4+], [O-][Br+2]([O-])[O-], C1COCCO1, O. Product: Cc1ccc2c(c1)C(C)(C)CCC2=O. RXN SMILES: [CH3:1][C:2]1([CH3:13])[CH2:3][CH2:4][CH2:5][c:6]2[cH:7][cH:8][c:9]([CH3:12])[cH:10][c:11]21.[CH3:32][CH2:33][O:34][C:35](=[O:36])[CH3:37].[Ce:24].[K+:14].[N+:19]([O-:20])([O-:21])=[O:22].[NH4+:23].[O-:15][Br+2:16]([O-:17])[O-:18].[O:26]1[CH2:27][CH2:28][O:29][CH2:30][CH2:31]1.[OH2:25]>>[CH3:1][C:2]1([CH3:13])[CH2:3][CH2:4][C:5](=[O:15])[c:6]2[cH:7][cH:8][c:9]([CH3:12])[cH:10][c:11]21. Starting materials: C1CCOC1, COCCO, Cc1cc(C#Cc2cn(-c3cncc(Cl)n3)c(C)n2)ccn1, [H-], [Na+]. Yields the product COCCOc1cncc(-n2cc(C#Cc3ccnc(C)c3)nc2C)n1. RXN SMILES: [CH2:30]1[O:31][CH2:32][CH2:33][CH2:34]1.[CH3:23][O:24][CH2:25][CH2:26][OH:27].[Cl:1][c:2]1[n:3][c:4](-[n:8]2[c:9]([CH3:22])[n:10][c:11]([C:13]#[C:14][c:15]3[cH:16][c:17]([CH3:21])[n:18][cH:19][cH:20]3)[cH:12]2)[cH:5][n:6][cH:7]1.[H-:28].[Na+:29]>>[c:2]1([O:27][CH2:26][CH2:25][O:24][CH3:23])[n:3][c:4](-[n:8]2[c:9]([CH3:22])[n:10][c:11]([C:13]#[C:14][c:15]3[cH:16][c:17]([CH3:21])[n:18][cH:19][cH:20]3)[cH:12]2)[cH:5][n:6][cH:7]1.